Dataset: the Open Reaction Database (ORD), a public repository of structured organic reaction records. Task: describe an organic reaction: reactants, conditions, products, and yield Reactants: ClC1=C(C=CC(=C1Cl)C(CCCl)=O)O (2,3-dichloro-4-(3-chloropropionyl)phenol), C(C)(=O)[O-].[K+] (potassium acetate), C(Cl)(Cl)Cl (chloroform). The solvent is CO (methanol), CO (methanol). The product is ClC1=C(C=CC(=C1Cl)C(C=C)=O)O (2,3-dichloro-4-acryloylphenol). Yield: 83.8%. RXN SMILES: [Cl:1][C:2]1[C:7]([Cl:8])=[C:6]([C:9](=[O:13])[CH2:10][CH2:11]Cl)[CH:5]=[CH:4][C:3]=1[OH:14].C([O-])(=O)C.[K+].C(Cl)(Cl)Cl>CO>[Cl:1][C:2]1[C:7]([Cl:8])=[C:6]([C:9](=[O:13])[CH:10]=[CH2:11])[CH:5]=[CH:4][C:3]=1[OH:14] |f:1.2|. Procedure: A solution of 2,3-dichloro-4-(3-chloropropionyl)phenol (8.4 g, 0.033 mole) in methanol (30 ml) and potassium acetate (3.5 g, 0.033 mole) in methanol (30 ml) were united and refluxed for 20 minutes. The mixture was treated with chloroform (200 ml), washed with water, dried over MgSO4, filtered and the solvent removed from the filtrate by evaporation in vacuo. The residue was recrystallized from carbon tetrachloride to give 6 g of 2,3-dichloro-4-acryloylphenol, m.p. 135°-137° C.